From a dataset of the Open Reaction Database (ORD), a public repository of structured organic reaction records. describe an organic reaction: reactants, conditions, products, and yield The reactants are NC(=CC(=O)C1=CC=CC=C1)C (3-amino-1-phenyl-2-buten-1-one), OC(CC)=C1C(OC(OC1=O)(C)C)=O (5-(1-hydroxypropylidene)-2,2-dimethyl-1,3-dioxane-4,6-dione). Run at temperature 120 celsius. The product is C(C1=CC=CC=C1)(=O)C1=C(NC(=CC1=O)CC)C (3-benzoyl-1,4-dihydro-6-ethyl-2-methyl-4-oxopyridine). The yield is 27.6%. Reaction SMILES: [NH2:1][C:2]([CH3:12])=[CH:3][C:4]([C:6]1[CH:11]=[CH:10][CH:9]=[CH:8][CH:7]=1)=[O:5].O[C:14](=[C:17]1C(=O)OC(C)(C)[O:19][C:18]1=O)[CH2:15][CH3:16]>>[C:4]([C:3]1[C:18](=[O:19])[CH:17]=[C:14]([CH2:15][CH3:16])[NH:1][C:2]=1[CH3:12])(=[O:5])[C:6]1[CH:11]=[CH:10][CH:9]=[CH:8][CH:7]=1. Procedure: A mixture of 3-amino-1-phenyl-2-buten-1-one (2.3 g) and 5-(1-hydroxypropylidene)-2,2-dimethyl-1,3-dioxane-4,6-dione (4.0 g) was heated at 120° C. for 1 hour. The mixture was cooled to ambient temperature and the residue was purified by flash chromatography eluting with dichloromethane/methanol (19:1 v/v) to give 3-benzoyl-1,4-dihydro-6-ethyl-2-methyl-4-oxopyridine (0.95 g) as a solid, m.p. 203° C.; NMR (d6 -DMSO): 1.2(t, 3H), 2.07(s, 3H), 2.5(q, 2H), 5.96(s, 1H), 7.44-7.50(m, 2H), 7.57-7.60(m, 1... Reactants: CCO, [H][H], CC(=O)C1CCC2C3CC=C4CC(O)CCC4(C)C3CCC12C. Yields the product CC(=O)C1CCC2C3CCC4CC(O)CCC4(C)C3CCC12C. Reaction SMILES: [CH2:26]([OH:27])[CH3:28].[H:24][H:25].[OH:1][CH:2]1[CH2:3][C:4]2=[CH:5][CH2:6][CH:7]3[CH:8]4[CH2:9][CH2:10][CH:11]([C:12]([CH3:13])=[O:14])[C:15]4([CH3:23])[CH2:16][CH2:17][CH:18]3[C:19]2([CH3:22])[CH2:20][CH2:21]1>>[OH:1][CH:2]1[CH2:3][CH:4]2[CH2:5][CH2:6][CH:7]3[CH:8]4[CH2:9][CH2:10][CH:11]([C:12]([CH3:13])=[O:14])[C:15]4([CH3:23])[CH2:16][CH2:17][CH:18]3[C:19]2([CH3:22])[CH2:20][CH2:21]1.